This data is from the Open Reaction Database (ORD), a public repository of structured organic reaction records. The task is: describe an organic reaction: reactants, conditions, products, and yield The reactants are C1=CC=CC=2C3=CC=CC=C3C(C12)NC(=S)N (N-(9-fluorenyl)thiourea), CI (methyl iodide), CCOCC (Ether). Run in CC(=O)C (acetone). Run at time 4 hour. Product: I.C1=CC=CC=2C3=CC=CC=C3C(C12)NC(=N)SC (methyl N-(9-fluorenyl)carbamimidothioate hydroiodide). Reaction SMILES: [CH:1]1[C:13]2[CH:12]([NH:14][C:15]([NH2:17])=[S:16])[C:11]3[C:6](=[CH:7][CH:8]=[CH:9][CH:10]=3)[C:5]=2[CH:4]=[CH:3][CH:2]=1.C[I:19].[CH3:20]COCC>CC(C)=O>[IH:19].[CH:10]1[C:11]2[CH:12]([NH:14][C:15]([S:16][CH3:20])=[NH:17])[C:13]3[C:5](=[CH:4][CH:3]=[CH:2][CH:1]=3)[C:6]=2[CH:7]=[CH:8][CH:9]=1 |f:4.5|. Procedure details: To 7.85 g. (0.033 mole) of N-(9-fluorenyl)thiourea in 200 ml acetone is added 4.68 g (0.033 mole) of methyl iodide. The mixture is allowed to stand at room temperature for about 4 hours. Ether (400 ml) is added and the mixture allowed to stand overnight, affording the crystalline product, methyl N-(9-fluorenyl)carbamimidothioate hydroiodide, which is filtered off; m.p. (208) 212°-14° C. Reactants: COCCOC1=CC2=C(C=C1)C1(C(NC3=CC=CC=C13)=O)CO2 (6-(2-methoxyethoxy)spiro[1-benzofuran-3,3′-indol]-2′(1′H)-one), ClCC=1C=NC(=NC1)OC (5-(chloromethyl)-2-methoxypyrimidine), N1C(C2(C3=CC=CC=C13)C1=C(OC2)C=C2OCCC2=C1)=O (5,6-dihydrospiro[benzo[1,2-b:5,4-b′]difuran-3,3′-indol]-2′(1′H)-one), Br.BrCC1=NC=CC=C1 (2-(bromomethyl)pyridine hydrobromide). Product: COCCOC1=CC2=C(C=C1)C1(C(N(C3=CC=CC=C13)CC1=NC=CC=C1)=O)CO2 (6-(2-methoxyethoxy)-1′-(pyridin-2-ylmethyl)spiro[1-benzofuran-3,3′-indol]-2′(1′H)-one). Reaction SMILES: [CH3:1][O:2][CH2:3][CH2:4][O:5][C:6]1[CH:11]=[CH:10][C:9]2[C:12]3([CH2:22][O:23][C:8]=2[CH:7]=1)[C:20]1[C:15](=[CH:16][CH:17]=[CH:18][CH:19]=1)[NH:14][C:13]3=[O:21].[NH:24]1[C:32]2[C:27](=CC=C[CH:31]=2)[C:26]2(COC3C=C4C(=[CH:43][C:33]2=3)CCO4)C1=O.Br.BrCC1C=CC=CN=1.ClCC1C=NC(OC)=NC=1>>[CH3:1][O:2][CH2:3][CH2:4][O:5][C:6]1[CH:11]=[CH:10][C:9]2[C:12]3([CH2:22][O:23][C:8]=2[CH:7]=1)[C:20]1[C:15](=[CH:16][CH:17]=[CH:18][CH:19]=1)[N:14]([CH2:31][C:32]1[CH:27]=[CH:26][CH:33]=[CH:43][N:24]=1)[C:13]3=[O:21] |f:2.3|. Reported procedure: Following the procedure as described in EXAMPLE 5 and making non-critical variations using 6-(2-methoxyethoxy)spiro[1-benzofuran-3,3′-indol]-2′(1′H)-one to replace 5,6-dihydrospiro[benzo[1,2-b:5,4-b′]difuran-3,3′-indol]-2′(1′H)-one, and 2-(bromomethyl)pyridine hydrobromide to replace 5-(chloromethyl)-2-methoxypyrimidine, 6-(2-methoxyethoxy)-1′-(pyridin-2-ylmethyl)spiro[1-benzofuran-3,3′-indol]-2′(1′H)-one was obtained (72%): mp 94-95° C.; 1H NMR (300 MHz, CDCl3) δ8.56 (d, J=4.7 Hz, 1H), 7.69-7.5...